Dataset: the Open Reaction Database (ORD), a public repository of structured organic reaction records. Task: describe an organic reaction: reactants, conditions, products, and yield Starting materials: COC=1C=C(C=CC1OC)C1=NC(=NO1)C=1C=CC=C2C(=CNC12)CCC(=O)OCC (Ethyl 3-(7-{5-[3,4-bis(methyloxy)phenyl]-1,2,4-oxadiazol-3-yl}-1H-indol-3-yl)propanoate), C1CN2CCN1CC2 (DABCO), C(OC)(OC)=O (dimethyl carbonate). Solvent: CN(C=O)C (N,N-dimethylformamide). Run at temperature 50 celsius, time 8 hour. Yields the product COC=1C=C(C=CC1OC)C1=NC(=NO1)C=1C=CC=C2C(=CN(C12)C)CCC(=O)O (3-(7-{5-[3,4-bis(methyloxy)phenyl]-1,2,4-oxadiazol-3-yl}-1-methyl-1H-indol-3-yl)propanoic acid). Yield: 57.9%. Reaction SMILES: [CH3:1][O:2][C:3]1[CH:4]=[C:5]([C:11]2[O:15][N:14]=[C:13]([C:16]3[CH:17]=[CH:18][CH:19]=[C:20]4[C:24]=3[NH:23][CH:22]=[C:21]4[CH2:25][CH2:26][C:27]([O:29]CC)=[O:28])[N:12]=2)[CH:6]=[CH:7][C:8]=1[O:9][CH3:10].[CH2:32]1N2CCN(CC2)C1.C(=O)(OC)OC>CN(C)C=O>[CH3:1][O:2][C:3]1[CH:4]=[C:5]([C:11]2[O:15][N:14]=[C:13]([C:16]3[CH:17]=[CH:18][CH:19]=[C:20]4[C:24]=3[N:23]([CH3:32])[CH:22]=[C:21]4[CH2:25][CH2:26][C:27]([OH:29])=[O:28])[N:12]=2)[CH:6]=[CH:7][C:8]=1[O:9][CH3:10]. Procedure: Ethyl 3-(7-{5-[3,4-bis(methyloxy)phenyl]-1,2,4-oxadiazol-3-yl}-1H-indol-3-yl)propanoate (100 mg) (D67), DABCO (27 mg) and N,N-dimethylformamide (3 mL) was added to dimethyl carbonate (10 mL) successively. The reaction vessel was sealed and heated in Biotage Initiator using initial normal to 150° C. for 2 h. After cooling the reaction, the solvent was removed in vacuo. The residue was dissolved in tetrahydrofuran (5 mL) and methanol (5 mL), and then NaOH (48 mg) in water (5 mL) was added. The mix... Reactants: CCCCCCCCC(CCCCCC)C(=S)OC, CCCCCC, CC#N, C[Si](C)(C)Cl, [I-], I, [Na+], O. The product is CCCCCCCCC(CCCCCC)C(O)=S. As a reaction SMILES: [CH3:1][O:2][C:3]([CH:4]([CH2:5][CH2:6][CH2:7][CH2:8][CH2:9][CH2:10][CH2:11][CH3:12])[CH2:13][CH2:14][CH2:15][CH2:16][CH2:17][CH3:18])=[S:19].[CH3:29][CH2:30][CH2:31][CH2:32][CH2:33][CH3:34].[CH3:35][C:36]#[N:37].[Cl:23][Si:24]([CH3:25])([CH3:26])[CH3:27].[I-:21].[I:22].[Na+:20].[OH2:28]>>[OH:2][C:3]([CH:4]([CH2:5][CH2:6][CH2:7][CH2:8][CH2:9][CH2:10][CH2:11][CH3:12])[CH2:13][CH2:14][CH2:15][CH2:16][CH2:17][CH3:18])=[S:19]. The reactants are C(C1=CC=CC=C1)C1=C(N(C2=CC=C(C=C12)Br)C)C1=CC=CC=C1 (3-benzyl-5-bromo-1-methyl-2-phenyl-1H-indole), C(=O)([O-])[O-].[K+].[K+] (K2CO3), ClCCl (dichloromethane). The reagents and catalysts are C1=CC=C(C=C1)P([C-]2C=CC=C2)C3=CC=CC=C3.C1=CC=C(C=C1)P([C-]2C=CC=C2)C3=CC=CC=C3.Cl[Pd]Cl.[Fe+2] ([1,1′-bis(diphenylphosphino)ferrocene]dichloropalladium). The solvent is O1CCOCC1 (dioxane). Yields the product C(C1=CC=CC=C1)C1=C(N(C2=CC=C(C=C12)C1=CC=C(C=C1)OC)C)C1=CC=CC=C1 (3-Benzyl-5-(4-methoxy-phenyl)-1-methyl-2-phenyl-1H-indole), product. Isolated yield 47.0%. As a reaction SMILES: [CH2:1]([C:8]1[C:16]2[C:11](=[CH:12][CH:13]=[C:14](Br)[CH:15]=2)[N:10]([CH3:18])[C:9]=1[C:19]1[CH:24]=[CH:23][CH:22]=[CH:21][CH:20]=1)[C:2]1[CH:7]=[CH:6][CH:5]=[CH:4][CH:3]=1.[C:25]([O-:28])([O-])=O.[K+].[K+].ClCCl>O1CCOCC1.C1C=CC(P(C2C=CC=CC=2)[C-]2C=CC=C2)=CC=1.C1C=CC(P(C2C=CC=CC=2)[C-]2C=CC=C2)=CC=1.Cl[Pd]Cl.[Fe+2]>[CH2:1]([C:8]1[C:16]2[C:11](=[CH:12][CH:13]=[C:14]([C:2]3[CH:7]=[CH:6][C:5]([O:28][CH3:25])=[CH:4][CH:3]=3)[CH:15]=2)[N:10]([CH3:18])[C:9]=1[C:19]1[CH:24]=[CH:23][CH:22]=[CH:21][CH:20]=1)[C:2]1[CH:7]=[CH:6][CH:5]=[CH:4][CH:3]=1 |f:1.2.3,6.7.8.9|. Reported procedure: The desired product was prepared using a procedure similar to step 3 of example 3. Thus, 3-benzyl-5-bromo-1-methyl-2-phenyl-1H-indole (1.525 g, 4.053 mmol) was reacted with aqueous 2M K2CO3 (4.1 ml), 4-methoxyphenylboronic acid (0.862 g, 5.674 mmol) [1,1′-bis(diphenylphosphino)ferrocene]dichloropalladium (II) complex with dichloromethane (1:1) (0.099 g, 0.122 mmol) in dioxane (41 ml) to give the product (0.766 g, 1.898 mmol, 47%) as an off-white solid, mp 122-125° C. 1H NMR (DMSO-d6) δ 3.62 (s, ... Reactants: Clc1cccnc1Br, CCC#N, C1CCOC1, [Li]CCCC, CC(C)NC(C)C. Product: CC(C#N)c1ncccc1Cl. Reaction SMILES: [Br:17][c:18]1[n:19][cH:20][cH:21][cH:22][c:23]1[Cl:24].[C:13]([CH2:14][CH3:15])#[N:16].[CH2:25]1[O:26][CH2:27][CH2:28][CH2:29]1.[CH2:8]([Li:9])[CH2:10][CH2:11][CH3:12].[CH:1]([NH:2][CH:3]([CH3:4])[CH3:5])([CH3:6])[CH3:7]>>[C:13]([CH:14]([CH3:15])[c:18]1[n:19][cH:20][cH:21][cH:22][c:23]1[Cl:24])#[N:16]. Reactants: FC(C(=O)O)(F)F.NCCCNC(=O)C1=NC(=C2N=CN(C2=N1)[C@H]1[C@@H]([C@@H]([C@H](C1)N1N=CC(=C1)CO)O)O)NCC(C1=CC=CC=C1)C1=CC=CC=C1 (9-[(1R,2S,3R,4S)-2,3-dihydroxy-4-(4-hydroxymethyl-pyrazol-1-yl)-cyclopentyl]-6-(2,2-diphenyl-ethylamino)-9H-purine-2-carboxylic acid (3-amino-propyl)-amide trifluoroacetate), FC(C(=O)O)(F)F.O[C@H]1[C@@H](C[C@@H]([C@H]1O)N1N=CC(=C1)C)N1C2=NC(=NC(=C2N=C1)NCC(C1=CC=CC=C1)C1=CC=CC=C1)NC1CCC(CC1)NC(=O)NC1CCN(CC1)C1=NC=CC=C1 (1-{4-[9-[(1R,2S,3R,4S)-2,3-Dihydroxy-4-(4-methyl-pyrazol-1-yl)-cyclopentyl]-6-(2,2-diphenyl-ethylamino)-9H-purin-2-ylamino]-cyclohexyl}-3-(3,4,5,6-tetrahydro-2H-[1,2′]bipyridinyl-4-yl)-urea Trifluoroacetate). Procedure details: This compound is prepared from 9-[(1R,2S,3R,4S)-2,3-dihydroxy-4-(4-hydroxymethyl-pyrazol-1-yl)-cyclopentyl]-6-(2,2-diphenyl-ethylamino)-9H-purine-2-carboxylic acid (3-amino-propyl)-amide trifluoroacetate (Example 63) using a procedure analogous to that of 1-{4-[9-[(1R,2S,3R,4S)-2,3-dihydroxy-4-(4-methyl-pyrazol-1-yl)-cyclopentyl]-6-(2,2-diphenyl-ethylamino)-9H-purin-2-ylamino]-cyclohexyl}-3-(3,4,5,6-tetrahydro-2H-[1,2′]bipyridinyl-4-yl)-urea trifluoroacetate (Example 42). MS (ES+) m/e 815 (MH+) The product is FC(C(=O)O)(F)F.N1(CCC(CC1)NC(NCCCNC(=O)C1=NC(=C2N=CN(C2=N1)[C@H]1[C@@H]([C@@H]([C@H](C1)N1N=CC(=C1)CO)O)O)NCC(C1=CC=CC=C1)C1=CC=CC=C1)=O)C1=NC=CC=C1 (9-[(1R,2S,3R,4S)-2,3-Dihydroxy-4-(4-hydroxymethyl-pyrazol-1-yl)-cyclopentyl]-6-(2,2-diphenyl-ethylamino)-9H-purine-2-carboxylic acid {3-[3-(3,4,5,6-tetrahydro-2H-[1,2′]bipyridinyl-4-yl)-ureido]-propyl}-amide trifluoroacetate). Reaction SMILES: [F:1][C:2]([F:7])([F:6])[C:3]([OH:5])=[O:4].[NH2:8][CH2:9][CH2:10][CH2:11][NH:12][C:13]([C:15]1[N:23]=[C:22]2[C:18]([N:19]=[CH:20][N:21]2[C@@H:24]2[CH2:28][C@H:27]([N:29]3[CH:33]=[C:32]([CH2:34][OH:35])[CH:31]=[N:30]3)[C@@H:26]([OH:36])[C@H:25]2[OH:37])=[C:17]([NH:38][CH2:39][CH:40]([C:47]2[CH:52]=[CH:51][CH:50]=[CH:49][CH:48]=2)[C:41]2[CH:46]=[CH:45][CH:44]=[CH:43][CH:42]=2)[N:16]=1)=[O:14].FC(F)(F)C(O)=O.O[C@@H]1[C@H](O)[C@@H](N2C=C(C)C=N2)C[C@H]1N1C=NC2C1=NC(NC1CCC(N[C:105]([NH:107][CH:108]3[CH2:113][CH2:112][N:111]([C:114]4[CH:119]=[CH:118][CH:117]=[CH:116][N:115]=4)[CH2:110][CH2:109]3)=[O:106])CC1)=NC=2NCC(C1C=CC=CC=1)C1C=CC=CC=1>>[F:1][C:2]([F:7])([F:6])[C:3]([OH:5])=[O:4].[N:111]1([C:114]2[CH:119]=[CH:118][CH:117]=[CH:116][N:115]=2)[CH2:112][CH2:113][CH:108]([NH:107][C:105](=[O:106])[NH:8][CH2:9][CH2:10][CH2:11][NH:12][C:13]([C:15]2[N:23]=[C:22]3[C:18]([N:19]=[CH:20][N:21]3[C@@H:24]3[CH2:28][C@H:27]([N:29]4[CH:33]=[C:32]([CH2:34][OH:35])[CH:31]=[N:30]4)[C@@H:26]([OH:36])[C@H:25]3[OH:37])=[C:17]([NH:38][CH2:39][CH:40]([C:47]3[CH:52]=[CH:51][CH:50]=[CH:49][CH:48]=3)[C:41]3[CH:46]=[CH:45][CH:44]=[CH:43][CH:42]=3)[N:16]=2)=[O:14])[CH2:109][CH2:110]1 |f:0.1,2.3,4.5|. The reactants are NC=1C=C(C(=O)O)C=CC1O (3-amino-4-hydroxybenzoic acid), C(OCC)(OCC)OCC (CH(OEt)3). Product: O1C=NC2=C1C=CC(=C2)C(=O)O (benzo[d]oxazole-5-carboxylic acid). Isolated yield 92.0%. RXN SMILES: [NH2:1][C:2]1[CH:3]=[C:4]([CH:8]=[CH:9][C:10]=1[OH:11])[C:5]([OH:7])=[O:6].[CH:12](OCC)(OCC)OCC>>[O:11]1[C:10]2[CH:9]=[CH:8][C:4]([C:5]([OH:7])=[O:6])=[CH:3][C:2]=2[N:1]=[CH:12]1. Procedure details: A mixture of 3-amino-4-hydroxybenzoic acid (8.0 g, 1.0 eq) and 60 mL CH(OEt)3 was heated to reflux for 3 h, and then cooled to rt. The remaining CH(OEt)3 was removed under reduced pressure to give the desired product (7.8 g, 92%). 1H NMR (400 MHz, DMSO-d6) δ 13.00 (brs, 1H), 8.85 (s, 1H), 8.30 (s, 1H), 8.03 (d, J=8.8 Hz, 1H), 7.85 (d, J=8.8 Hz, 1H). Starting materials: FC1=CC=C(C=C1)C1=NC(=CC(=C1C=O)C(C)C)C1=CC=CC=C1 (2-(4-fluorophenyl)-4-(1-methylethyl)-6-phenyl-3-pyridinecarboxaldehyde), vinyl anion, [Li]CCCC (n-BuLi), C(C)O\C=C/[Sn](CCCC)(CCCC)CCCC (cis-1-ethoxy-2-(tri-n-butylstannyl)ethylene), N#N.CO (N2 MeOH). The solvent is C1CCOC1 (THF), C1CCOC1 (THF). Conditions: temperature -78 celsius, time 1 hour. The product is FC1=CC=C(C=C1)C1=NC(=CC(=C1/C=C/C=O)C(C)C)C1=CC=CC=C1 ((E)-3-[2-(4-fluorophenyl)-4-(1-methylethyl)-6-phenyl-3-pyridinyl]-2-propenal). Isolated yield 59.2%. Reaction SMILES: [Li][CH2:2][CH2:3][CH2:4]C.C([O:8]/C=C\[Sn](CCCC)(CCCC)CCCC)C.N#N.CO.[F:28][C:29]1[CH:34]=[CH:33][C:32]([C:35]2[C:40](C=O)=[C:39]([CH:43]([CH3:45])[CH3:44])[CH:38]=[C:37]([C:46]3[CH:51]=[CH:50][CH:49]=[CH:48][CH:47]=3)[N:36]=2)=[CH:31][CH:30]=1>C1COCC1>[F:28][C:29]1[CH:34]=[CH:33][C:32]([C:35]2[C:40](/[CH:2]=[CH:3]/[CH:4]=[O:8])=[C:39]([CH:43]([CH3:44])[CH3:45])[CH:38]=[C:37]([C:46]3[CH:51]=[CH:50][CH:49]=[CH:48][CH:47]=3)[N:36]=2)=[CH:31][CH:30]=1 |f:2.3|. Procedure details: n-BuLi (1.6M in hexane, 554 ul, 0.83 mmol) was added to a solution of cis-1-ethoxy-2-(tri-n-butylstannyl)ethylene (333 mg, 0.92 mmol) in dry THF (4 ml) at -78° C. The mixture was stirred at -78° C. for one hour, then cooled to -100° C. (liquid N2 /MeOH) and treated with a solution of 2-(4-fluorophenyl)-4-(1-methylethyl)-6-phenyl-3-pyridinecarboxaldehyde (221 mg, 0.69 mmol) in THF (2 ml). One hour after the addition, the temperature was raised to -78° C. and the solution was stirred for an additi... Starting materials: COC(=O)C1CCC2C3CC=C4C=C(C#N)CCC4(C)C3CCC12C, CO, [K+], [OH-], O. Product: CC12CCC(C#N)=CC1=CCC1C2CCC2(C)C(C(=O)O)CCC12. RXN SMILES: [C:1](#[N:2])[C:3]1=[CH:4][C:5]2=[CH:6][CH2:7][CH:8]3[CH:9]4[CH2:10][CH2:11][CH:12]([C:22](=[O:23])[O:24][CH3:25])[C:13]4([CH3:14])[CH2:15][CH2:16][CH:17]3[C:18]2([CH3:21])[CH2:19][CH2:20]1.[CH3:29][OH:30].[K+:27].[OH-:26].[OH2:28]>>[C:1](#[N:2])[C:3]1=[CH:4][C:5]2=[CH:6][CH2:7][CH:8]3[CH:9]4[CH2:10][CH2:11][CH:12]([C:22](=[O:23])[OH:24])[C:13]4([CH3:14])[CH2:15][CH2:16][CH:17]3[C:18]2([CH3:21])[CH2:19][CH2:20]1.